This data is from the Open Reaction Database (ORD), a public repository of structured organic reaction records. The task is: describe an organic reaction: reactants, conditions, products, and yield Reactants: CCO, CCc1cc(C(=O)OC)c2ccc(C(C)C)ccc1-2, Cl, [K+], [OH-], O. Product: CCc1cc(C(=O)O)c2ccc(C(C)C)ccc1-2. RXN SMILES: [CH3:23][CH2:24][OH:25].[CH3:3][O:4][C:5](=[O:6])[c:7]1[cH:8][c:9]([CH2:20][CH3:21])[c:10]2[cH:11][cH:12][c:13]([CH:17]([CH3:18])[CH3:19])[cH:14][cH:15][c:16]1-2.[ClH:22].[K+:2].[OH-:1].[OH2:26]>>[O:4]=[C:5]([OH:6])[c:7]1[cH:8][c:9]([CH2:20][CH3:21])[c:10]2[cH:11][cH:12][c:13]([CH:17]([CH3:18])[CH3:19])[cH:14][cH:15][c:16]1-2. As a reaction SMILES: [CH:1]1([NH2:7])[CH2:6][CH2:5][CH2:4][CH2:3][CH2:2]1.C[Al](C)C.C1(C)C=CC=CC=1.[CH3:19][C:20]1([C:35](OCC)=[O:36])[CH2:25][CH2:24][CH2:23][N:22]([S:26]([C:29]2[CH:34]=[CH:33][CH:32]=[CH:31][CH:30]=2)(=[O:28])=[O:27])[CH2:21]1>C(Cl)Cl>[CH:1]1([NH:7][C:35]([C:20]2([CH3:19])[CH2:25][CH2:24][CH2:23][N:22]([S:26]([C:29]3[CH:34]=[CH:33][CH:32]=[CH:31][CH:30]=3)(=[O:27])=[O:28])[CH2:21]2)=[O:36])[CH2:6][CH2:5][CH2:4][CH2:3][CH2:2]1. Run at time 30 minute. Run in C(Cl)Cl (methylene chloride), C(Cl)Cl (methylene chloride). Starting materials: CC1(CN(CCC1)S(=O)(=O)C1=CC=CC=C1)C(=O)OCC (ethyl 3-methyl-1-(phenylsulfonyl)piperidine-3-carboxylate), C1(CCCCC1)N (cyclohexanamine), C[Al](C)C (trimethylaluminum), C1(=CC=CC=C1)C (toluene). Reported procedure: At r.t., to a solution of cyclohexanamine (19.1 mg, 0.19 mmol) in methylene chloride (0.1 mL) was added 2.0 M of trimethylaluminum in toluene (96 ul, 0.19 mmol). After stirring for 30 min, to the solution was added a solution of ethyl 3-methyl-1-(phenylsulfonyl)piperidine-3-carboxylate (35 mg, 0.11 mmol) in methylene chloride (0.1 mL). The mixture was stirred at r.t for 10 min, then, at 40° C. overnight. After cooling to r.t., the mixture was purified with combi-flash. The product was further pu... Isolated yield 3.2%. Product: C1(CCCCC1)NC(=O)C1(CN(CCC1)S(=O)(=O)C1=CC=CC=C1)C (N-Cyclohexyl-3-methyl-1-(phenylsulfonyl)piperidine-3-carboxamide). The reactants are C(C)(=O)C1=C(C(=C(OCCCOC=2C=C(C(=CC2Cl)C)NC(=O)C2=NN=NN2CC2=CC=C(C=C2)OC)C=C1)CCC(F)(F)F)O (N-{{3-{3-[4-acetyl-3-hydroxy-2-(3,3,3-trifluoropropyl)-phenoxy]-propoxy}-4-chloro-6-methyl-phenyl}}-1-(4-methoxybenzyl)-tetrazole-5-carboxamide). Run in FC(C(=O)O)(F)F (trifluoroacetic acid), C1(=CC=CC=C1)OC (anisole). Yields the product C(C)(=O)C1=C(C(=C(OCCCOC=2C=C(C(=CC2Cl)C)NC(=O)C2=NN=NN2)C=C1)CCC(F)(F)F)O (N-{{3-{3-[4-acetyl-3-hydroxy-2-(3,3,3-trifluoropropyl)-phenoxy]-propoxy}-4-chloro-6-methyl-phenyl}}-1H-tetrazole-5-carboxamide). RXN SMILES: [C:1]([C:4]1[CH:39]=[CH:38][C:7]([O:8][CH2:9][CH2:10][CH2:11][O:12][C:13]2[CH:14]=[C:15]([NH:21][C:22]([C:24]3[N:28](CC4C=CC(OC)=CC=4)[N:27]=[N:26][N:25]=3)=[O:23])[C:16]([CH3:20])=[CH:17][C:18]=2[Cl:19])=[C:6]([CH2:40][CH2:41][C:42]([F:45])([F:44])[F:43])[C:5]=1[OH:46])(=[O:3])[CH3:2]>FC(F)(F)C(O)=O.C1(OC)C=CC=CC=1>[C:1]([C:4]1[CH:39]=[CH:38][C:7]([O:8][CH2:9][CH2:10][CH2:11][O:12][C:13]2[CH:14]=[C:15]([NH:21][C:22]([C:24]3[NH:28][N:27]=[N:26][N:25]=3)=[O:23])[C:16]([CH3:20])=[CH:17][C:18]=2[Cl:19])=[C:6]([CH2:40][CH2:41][C:42]([F:44])([F:45])[F:43])[C:5]=1[OH:46])(=[O:3])[CH3:2]. Procedure details: A solution of 3 g (4.5 mmol) of N-{{3-{3-[4-acetyl-3-hydroxy-2-(3,3,3-trifluoropropyl)-phenoxy]-propoxy}-4-chloro-6-methyl-phenyl}}-1-(4-methoxybenzyl)-tetrazole-5-carboxamide in 90 ml of trifluoroacetic acid and 9 ml of anisole is refluxed for 60 minutes. The reaction mixture is concentrated under reduced pressure, about 150 ml of ether and 300 ml of petroleum ether are added and the crystals are filtered off. The N-{{3-{3-[4-acetyl-3-hydroxy-2-(3,3,3-trifluoropropyl)-phenoxy]-propoxy}-4-chloro... Reactants: C1(CCCCC1)N=C=NC1CCCCC1 (dicyclohexylcarbodiimide), C(=O)C=1N(C=CC1)CC(=O)O ((2-formyl-1-pyrryl)acetic acid), C(C)(=O)OCC1=C(N2C(C(C2SC1)N)=O)C(=O)OC(C)(C)C (3-[(acetyloxy)methyl]-7-amino-8-oxo-5-thia-1-azabicyclo[4.2.0]oct-2-ene-2-carboxylic acid, tert-butyl ester). Solvent: O1CCCC1 (tetrahydrofuran), O1CCCC1 (THF). Run at temperature 0 celsius, time 5 minute. Yields the product C(C)(=O)OCC1=C(N2C(C(C2SC1)NC(CN1C(=CC=C1)C=O)=O)=O)C(=O)OC(C)(C)C (3[(Acetyloxy)methyl]-7-[[(2-formyl-1-pyrryl)acetyl]amino]-8-oxo-5-thia-1-azabicyclo[4.2.0]oct-2-ene-2-carboxylic acid, tert-butyl ester). As a reaction SMILES: [CH:1]([C:3]1[N:4]([CH2:8][C:9]([OH:11])=O)[CH:5]=[CH:6][CH:7]=1)=[O:2].C1(N=C=NC2CCCCC2)CCCCC1.[C:27]([O:30][CH2:31][C:32]1[CH2:39][S:38][CH:37]2[N:34]([C:35](=[O:41])[CH:36]2[NH2:40])[C:33]=1[C:42]([O:44][C:45]([CH3:48])([CH3:47])[CH3:46])=[O:43])(=[O:29])[CH3:28]>O1CCCC1>[C:27]([O:30][CH2:31][C:32]1[CH2:39][S:38][CH:37]2[N:34]([C:35](=[O:41])[CH:36]2[NH:40][C:9](=[O:11])[CH2:8][N:4]2[CH:5]=[CH:6][CH:7]=[C:3]2[CH:1]=[O:2])[C:33]=1[C:42]([O:44][C:45]([CH3:48])([CH3:47])[CH3:46])=[O:43])(=[O:29])[CH3:28]. Reported procedure: A solution of (2-formyl-1-pyrryl)acetic acid (3.1 g, 0.02 m) in tetrahydrofuran (THF) is cooled to about 0° C. and 4.12 g (0.02 m) of dicyclohexylcarbodiimide is added in one portion with stirring for five minutes. Then 3-[(acetyloxy)methyl]-7-amino-8-oxo-5-thia-1-azabicyclo[4.2.0]oct-2-ene-2-carboxylic acid, tert-butyl ester (6.08 g, 0.02 m) in THF is added. The temperature is maintained at 0° C. for one hour and then the temperature is increased to 20° for about 18 hours and the solution filte... Reaction conditions: time 6 hour. Procedure details: A mixture of 13 g of 2,2,6,6-tetramethyl-4-octylaminopiperidine and 8 g of 2,2-bis[p-(2,3-epoxypropoxy)phenyl]propane in 200 ml of methanol was refluxed, with stirring, for 6 hours. At the end of this time, the solvent was removed from the residue by evaporation under reduced pressure, leaving a residue, which was purified by column chromatography through silica gel eluted with a 20:4:2:1 by volume mixture of ethyl acetate, benzene, ethanol and triethylamine. The desired compound was obtained in... Solvent: CO (methanol). Reaction SMILES: [CH3:1][C:2]1([CH3:19])[CH2:7][CH:6]([NH:8][CH2:9][CH2:10][CH2:11][CH2:12][CH2:13][CH2:14][CH2:15][CH3:16])[CH2:5][C:4]([CH3:18])([CH3:17])[NH:3]1.[O:20]1[CH2:44][CH:21]1[CH2:22][O:23][C:24]1[CH:29]=[CH:28][C:27]([C:30]([C:33]2[CH:38]=[CH:37][C:36]([O:39][CH2:40][CH:41]3[O:43][CH2:42]3)=[CH:35][CH:34]=2)([CH3:32])[CH3:31])=[CH:26][CH:25]=1>CO>[OH:43][CH:41]([CH2:42][N:8]([CH2:9][CH2:10][CH2:11][CH2:12][CH2:13][CH2:14][CH2:15][CH3:16])[CH:6]1[CH2:7][C:2]([CH3:1])([CH3:19])[NH:3][C:4]([CH3:17])([CH3:18])[CH2:5]1)[CH2:40][O:39][C:36]1[CH:37]=[CH:38][C:33]([C:30]([C:27]2[CH:28]=[CH:29][C:24]([O:23][CH2:22][CH:21]([OH:20])[CH2:44][N:8]([CH:6]3[CH2:5][C:4]([CH3:18])([CH3:17])[NH:3][C:2]([CH3:19])([CH3:1])[CH2:7]3)[CH2:9][CH2:10][CH2:11][CH2:12][CH2:13][CH2:14][CH2:15][CH3:16])=[CH:25][CH:26]=2)([CH3:32])[CH3:31])=[CH:34][CH:35]=1. Product: OC(COC1=CC=C(C=C1)C(C)(C)C1=CC=C(C=C1)OCC(CN(CCCCCCCC)C1CC(NC(C1)(C)C)(C)C)O)CN(C1CC(NC(C1)(C)C)(C)C)CCCCCCCC (2,2-Bis[4-{2-hydroxy-3-[N-octyl-N-(2,2,6,6-tetramethyl-4-piperidyl)amino]propoxy}phenyl]propane). The reactants are CC1(NC(CC(C1)NCCCCCCCC)(C)C)C (2,2,6,6-tetramethyl-4-octylaminopiperidine), O1C(COC2=CC=C(C=C2)C(C)(C)C2=CC=C(C=C2)OCC2CO2)C1 (2,2-bis[p-(2,3-epoxypropoxy)phenyl]propane). The reactants are C1(=C(C(=CC(=C1)C)C)B(F)C1=C(C=C(C=C1C)C)C)C (dimesitylfluoroborane), C1(=CC=CC=C1)B(OC(C)C)C1=CC=CC=C1 (diphenylisopropoxyborane). The product is C1(=C(C(=CC(=C1)C)C)B(C1=CC=C(C=C1)B(C1=CC=CC=C1)C1=CC=CC=C1)C1=C(C=C(C=C1C)C)C)C (1-Dimesitylboryl-4-diphenylborylbenzene). As a reaction SMILES: [C:1]1([CH3:20])[CH:6]=[C:5]([CH3:7])[CH:4]=[C:3]([CH3:8])[C:2]=1[B:9]([C:11]1[C:16]([CH3:17])=[CH:15][C:14]([CH3:18])=[CH:13][C:12]=1[CH3:19])F.[C:21]1([B:27]([C:32]2[CH:37]=[CH:36][CH:35]=[CH:34][CH:33]=2)OC(C)C)[CH:26]=[CH:25][CH:24]=[CH:23][CH:22]=1>>[C:1]1([CH3:20])[CH:6]=[C:5]([CH3:7])[CH:4]=[C:3]([CH3:8])[C:2]=1[B:9]([C:11]1[C:16]([CH3:17])=[CH:15][C:14]([CH3:18])=[CH:13][C:12]=1[CH3:19])[C:1]1[CH:6]=[CH:5][C:4]([B:27]([C:21]2[CH:22]=[CH:23][CH:24]=[CH:25][CH:26]=2)[C:32]2[CH:33]=[CH:34][CH:35]=[CH:36][CH:37]=2)=[CH:3][CH:2]=1. Procedure details: The compound is prepared in accordance with Method B described above, using 1 equivalent of dimesitylfluoroborane and 1 equivalent of diphenylisopropoxyborane. The crude product is obtained by concentrating the reaction mixture under a high vacuum and treating the solid residue, under argon, with hexane. Filtration, concentration of the filtrate and recrystallization of the residue from acetonitrile give 3.0 g (61% of theory) of the pale yellow title product, which is sensitive to air. Physical ... Reactants: N1C=C(C2=CC=CC=C12)CC(=O)O (indole-3-acetic acid), 1,1-carbonyldiimidazole, NC1C(CN(C1=O)C1=CC=CC=C1)C(=O)OCC (Ethyl 4-amino-5-oxo-1-phenyl-3-pyrrolidinecarboxylate). Run in CN(C)C=O (DMF), CN(C)C=O (DMF). Reaction conditions: time 18 hour. Yields the product N1C=C(C2=CC=CC=C12)CC(=O)N[C@@H]1[C@@H](CN(C1=O)C1=CC=CC=C1)C(=O)OCC (Ethyl cis-4-[(1H-indol-3-ylacetyl)amino]-5-oxo-1-phenyl-3-pyrrolidinecarboxylate). Yield: 81.6%. RXN SMILES: [NH:1]1[C:9]2[C:4](=[CH:5][CH:6]=[CH:7][CH:8]=2)[C:3]([CH2:10][C:11]([OH:13])=O)=[CH:2]1.[NH2:14][CH:15]1[C:19](=[O:20])[N:18]([C:21]2[CH:26]=[CH:25][CH:24]=[CH:23][CH:22]=2)[CH2:17][CH:16]1[C:27]([O:29][CH2:30][CH3:31])=[O:28]>CN(C=O)C>[NH:1]1[C:9]2[C:4](=[CH:5][CH:6]=[CH:7][CH:8]=2)[C:3]([CH2:10][C:11]([NH:14][C@H:15]2[C:19](=[O:20])[N:18]([C:21]3[CH:26]=[CH:25][CH:24]=[CH:23][CH:22]=3)[CH2:17][C@H:16]2[C:27]([O:29][CH2:30][CH3:31])=[O:28])=[O:13])=[CH:2]1. Procedure details: To a solution of indole-3-acetic acid (248 mg, 1.42 mmol) in DMF (3 ml) was added 1,1-carbonyldiimidazole (230 mg, 1.42 mmol). After stirring for 2 h a solution of the aminopyrrolidinone of Example S (352 mg, 1.42 mmol) in DMF (1 ml) was added. After stirring for an additional 18 h the solvent was evaporated to give an oil which was chromatographed on silica gel eluting with EtOH/CH2Cl2 (2%-5%) to give 470 mg (91%) of the title compound as a solid. NMR (DMSO) 400 MHz : 3.25δ, m, 1H; 3.59δ, d, 2H... Starting materials: cyclopentylmethylene phenyl ketone, B1(N2CCC[C@@H]2C(O1)(C3=CC=CC=C3)C4=CC=CC=C4)C ((R)-2-methyl-CBS-oxazaborolidine). Run in C(Cl)Cl (CH2Cl2), C1(=CC=CC=C1)C (toluene), C(Cl)Cl (CH2Cl2), C1CCOC1 (THF). Conditions: time 10 minute. Yields the product hexanes EtOAc, C1(CCCC1)C[C@H](O)C1=CC=CC=C1 ((S)-2-Cyclopentyl-1-phenylethanol). Yield: 81.0%. As a reaction SMILES: B1(C)[O:8][C:7]([C:15]2[CH:20]=[CH:19][CH:18]=[CH:17][CH:16]=2)([C:9]2[CH:14]=[CH:13][CH:12]=[CH:11][CH:10]=2)[C@@H]2N1CCC2>C1(C)C=CC=CC=1.C(Cl)Cl.C1COCC1>[CH:20]1([CH2:15][C@@H:7]([C:9]2[CH:10]=[CH:11][CH:12]=[CH:13][CH:14]=2)[OH:8])[CH2:19][CH2:18][CH2:17][CH2:16]1. Reported procedure: A solution of 2.7 mL of 1.0 M (R)-2-methyl-CBS-oxazaborolidine solution in toluene in 4 mL of CH2Cl2 at −25° C. was treated with 1.4 mL of 2.0 M borane methyl sulfide complex in THF and stirred cold for 10 min. A solution of 501 mg (2.66 mmol) of cyclopentylmethylene phenyl ketone (from Step B) in 2 mL of CH2Cl2 was added over 25 min and the resulting mixture was stirred cold for an additional 45 min. The reaction was quenched by pouring it into cold (−25° C.) MeOH. The quenched reaction was war... Reactants: CCCOC1CCNCC1, CC#N, CC(CI)CN1C(=O)COc2ccccc21. Yields the product CCCOC1CCN(CC(C)CN2C(=O)COc3ccccc32)CC1. Reaction SMILES: [CH2:17]([CH2:18][CH3:19])[O:20][CH:21]1[CH2:22][CH2:23][NH:24][CH2:25][CH2:26]1.[CH3:27][C:28]#[N:29].[I:1][CH2:2][CH:3]([CH2:4][N:5]1[C:6](=[O:15])[CH2:7][O:8][c:9]2[c:10]1[cH:11][cH:12][cH:13][cH:14]2)[CH3:16]>>[CH2:2]([CH:3]([CH2:4][N:5]1[C:6](=[O:15])[CH2:7][O:8][c:9]2[c:10]1[cH:11][cH:12][cH:13][cH:14]2)[CH3:16])[N:24]1[CH2:23][CH2:22][CH:21]([O:20][CH2:17][CH2:18][CH3:19])[CH2:26][CH2:25]1.